Dataset: the Open Reaction Database (ORD), a public repository of structured organic reaction records. Task: describe an organic reaction: reactants, conditions, products, and yield As a reaction SMILES: [OH-].[Na+].O.C[O:5][C:6](=[O:42])[CH2:7][C:8]1[CH:13]=[CH:12][C:11]([C:14]2[CH:19]=[CH:18][C:17]([C:20]([CH2:38][CH3:39])([C:23]3[CH:28]=[CH:27][C:26]([CH2:29][CH2:30][CH:31]([OH:36])[C:32]([CH3:35])([CH3:34])[CH3:33])=[C:25]([CH3:37])[CH:24]=3)[CH2:21][CH3:22])=[CH:16][C:15]=2[CH3:40])=[CH:10][C:9]=1[Cl:41].Cl>CO>[CH2:21]([C:20]([C:17]1[CH:18]=[CH:19][C:14]([C:11]2[CH:12]=[CH:13][C:8]([CH2:7][C:6]([OH:42])=[O:5])=[C:9]([Cl:41])[CH:10]=2)=[C:15]([CH3:40])[CH:16]=1)([C:23]1[CH:28]=[CH:27][C:26]([CH2:29][CH2:30][CH:31]([OH:36])[C:32]([CH3:34])([CH3:35])[CH3:33])=[C:25]([CH3:37])[CH:24]=1)[CH2:38][CH3:39])[CH3:22] |f:0.1|. Reported procedure: A mixed solution of a 6 N sodium hydroxide aqueous solution (0.009 mL) with water (0.027 mL) was added to a solution of (4′-{1-ethyl-1-[4-(3-hydroxy-4,4-dimethyl-pentyl)-3-methyl-phenyl]-propyl}-3-chloro-2′-methyl-biphenyl-4-yl)acetic acid methyl ester (Example 61-(2); 2.3 mg, 0.042 mmol) in methanol (0.08 mL) at room temperature, and the mixture was stirred at room temperature for six hours. The mixture was acidified with dilute hydrochloric acid aqueous solution, followed by extraction with et... The reactants are Cl (hydrochloric acid), [OH-].[Na+] (sodium hydroxide), O (water), COC(CC1=C(C=C(C=C1)C1=C(C=C(C=C1)C(CC)(C1=CC(=C(C=C1)CCC(C(C)(C)C)O)C)CC)C)Cl)=O ((4′-{1-ethyl-1-[4-(3-hydroxy-4,4-dimethyl-pentyl)-3-methyl-phenyl]-propyl}-3-chloro-2′-methyl-biphenyl-4-yl)acetic acid methyl ester). The product is C(C)C(CC)(C1=CC(=C(C=C1)CCC(C(C)(C)C)O)C)C1=CC(=C(C=C1)C1=CC(=C(C=C1)CC(=O)O)Cl)C ((4′-{1-ethyl-1-[4-(3-hydroxy-4,4-dimethyl-pentyl)-3-methyl-phenyl]-propyl}-3-chloro-2′-methyl-biphenyl-4-yl)-acetic Acid). Solvent: CO (methanol). Isolated yield 9.8%. Run at time 6 hour. Reactants: C(CCC)[Li] (butyllithium), C(C1=CC=CC=C1)OCC1=CC=CC=C1 (benzyl ether), C([O-])([O-])=O.[K+].[K+] (potassium carbonate), B(O)O (boronic acid), Cl (hydrochloric acid), organometallic, C(C1=CC=CC=C1)OCC1=CC=CC=C1 (benzyl ether), C(C1=CC=CC=C1)Br (benzyl bromide), B(OC)(OC)OC (trimethyl borate). The solvent is CC(=O)C (acetone), C1CCOC1 (THF). Yields the product C1(=CC=CC2=CC=CC=C12)O (1-naphthol). RXN SMILES: C([O:8][CH2:9][C:10]1[CH:15]=[CH:14][CH:13]=[CH:12][CH:11]=1)C1C=CC=CC=1.C(=O)([O-])[O-].[K+].[K+].[CH2:22](Br)[C:23]1C=CC=C[CH:24]=1.C([Li])CCC.B(OC)(OC)OC.B(O)O.Cl>CC(C)=O.C1COCC1>[C:9]1([OH:8])[C:10]2[C:11](=[CH:12][CH:13]=[CH:14][CH:15]=2)[CH:24]=[CH:23][CH:22]=1 |f:1.2.3|. Reported procedure: After 3 h, the mixture is warmed to room temperature, water is added, and 2-bromo-5,6-difluorobenzaldehyde is isolated as an oily residue by extracting the aqueous phase by shaking with diethyl ether, drying the organic phase using sodium sulfate and removing the solvent by distillation (referred to below as conventional work-up). Reaction of this compound with an equimolar amount of allylmagnesium chloride in THF at room temperature and addition of saturated aqueous ammonium chloride solution a... Reactants: CCCCc1oc2ccc(C(=O)OC)cc2c1C(=O)c1ccc(OCCBr)cc1, O, OCCO, Cc1ccc(S(=O)(=O)O)cc1, c1ccccc1. The product is CCCCc1oc2ccc(C(=O)OC)cc2c1C1(c2ccc(OCCBr)cc2)OCCO1. Reaction SMILES: [Br:1][CH2:2][CH2:3][O:4][c:5]1[cH:6][cH:7][c:8]([C:9](=[O:10])[c:11]2[c:12]([CH2:24][CH2:25][CH2:26][CH3:27])[o:13][c:14]3[c:15]2[cH:16][c:17]([C:20](=[O:21])[O:22][CH3:23])[cH:18][cH:19]3)[cH:28][cH:29]1.[OH2:51].[OH:30][CH2:31][CH2:32][OH:33].[c:34]1([CH3:35])[cH:36][cH:37][c:38]([S:39]([OH:40])(=[O:41])=[O:42])[cH:43][cH:44]1.[cH:45]1[cH:46][cH:47][cH:48][cH:49][cH:50]1>>[Br:1][CH2:2][CH2:3][O:4][c:5]1[cH:6][cH:7][c:8]([C:9]2([c:11]3[c:12]([CH2:24][CH2:25][CH2:26][CH3:27])[o:13][c:14]4[c:15]3[cH:16][c:17]([C:20](=[O:21])[O:22][CH3:23])[cH:18][cH:19]4)[O:10][CH2:32][CH2:31][O:30]2)[cH:28][cH:29]1. Reactants: FC(C(=O)N(CC(=O)OCC)CP(=O)(OCl)OCl)(F)F (ethyl N-trifluoroacetyl-N-(dichlorophosphonomethyl)glycinate), C(CC)N (propylamine). The solvent is CCOCC (ether), CCOCC (ether). The product is FC(C(=O)N(CC(=O)OCC)CP(=O)(ONCCC)ONCCC)(F)F (ethyl N-trifluoroacetyl-N-(bis(propylamino)phosphonomethyl)glycinate). Yield: 62.6%. As a reaction SMILES: [F:1][C:2]([F:20])([F:19])[C:3]([N:5]([CH2:12][P:13]([O:17]Cl)([O:15]Cl)=[O:14])[CH2:6][C:7]([O:9][CH2:10][CH3:11])=[O:8])=[O:4].[CH2:21]([NH2:24])[CH2:22][CH3:23]>CCOCC>[F:1][C:2]([F:20])([F:19])[C:3]([N:5]([CH2:12][P:13]([O:17][NH:24][CH2:21][CH2:22][CH3:23])([O:15][NH:24][CH2:21][CH2:22][CH3:23])=[O:14])[CH2:6][C:7]([O:9][CH2:10][CH3:11])=[O:8])=[O:4]. Procedure details: To a solution of ethyl N-trifluoroacetyl-N-(dichlorophosphonomethyl)glycinate (6.6 g, 0.02 mole) in 200 ml. of ether was added propylamine (4.7 g, 0.08 mole) in 50 ml. of ether. The reaction was stirred at room temperature for several hours, then the reaction mixture was filtered and the filtrate concentrated in vacuo. The residue was dissolved in 100 ml. ether, washed with water, dried over MgSO4, and concentrated in vacuo to yield ethyl N-trifluoroacetyl-N-(bis(propylamino)phosphonomethyl)glyc...